From a dataset of the Open Reaction Database (ORD), a public repository of structured organic reaction records. describe an organic reaction: reactants, conditions, products, and yield The reactants are CC1=NNC(=C1)C (3,5-Dimethylpyrazole), BrCCCCCCCC (1-Bromooctane), [Na] (Sodium), [H][H] (Hydrogen). Solvent: O1CCCC1 (tetrahydrofuran). Reaction conditions: time 8 hour. Yields the product C(CCCCCCC)N1N=C(C=C1C)C (1-Octyl-3,5-dimethylpyrazole). RXN SMILES: [CH3:1][C:2]1[CH:6]=[C:5]([CH3:7])[NH:4][N:3]=1.[Na].[H][H].Br[CH2:12][CH2:13][CH2:14][CH2:15][CH2:16][CH2:17][CH2:18][CH3:19]>O1CCCC1>[CH2:12]([N:3]1[C:2]([CH3:1])=[CH:6][C:5]([CH3:7])=[N:4]1)[CH2:13][CH2:14][CH2:15][CH2:16][CH2:17][CH2:18][CH3:19] |^1:7|. Procedure: 1-Octyl-3,5-dimethylpyrazole was prepared in the following manner. All manipulations were performed under a nitrogen atmosphere. 3,5-Dimethylpyrazole (5 g) was placed in a 100-mL 3-neck round-bottom flask with a magnetic stir bar and dissolved in 50 mL tetrahydrofuran. A condenser and stoppers were added. Sodium metal (1.2 g) was added in pieces. Hydrogen evolution was evident. Mixture was stirred at room temperature overnight. 1-Bromooctane (9 mL) was then added all at once. The mixture was bro... The reactants are N12CCCN=C2CCC1 (1,5-diazabicyclo[4.3.0]non-5-ene), I.CN(N)C(=N)C1=CC=CC=C1 (Benzenecarboximidic acid-N-methyl hydrazide monohydroiodide), BrC(C(=O)OCC1=CC=CC=C1)=C (benzyl 2-bromo-prop-2-enoate), C(C)(=O)OCC (Ethyl acetate). Run in CN(C=O)C (dimethylformamide), CN(C=O)C (dimethylformamide), C1=CC=CC=C1 (benzene). Product: CN1C(=NNC(C1)C(=O)OCC1=CC=CC=C1)C1=CC=CC=C1 (Benzyl 5,6-dihydro-1-methyl-2-phenyl-4H-1,3,4-triazine-5-carboxylate). RXN SMILES: I.C[N:3]([C:5]([C:7]1[CH:12]=[CH:11][CH:10]=[CH:9][CH:8]=1)=[NH:6])[NH2:4].Br[C:14](=[CH2:25])[C:15]([O:17][CH2:18][C:19]1[CH:24]=[CH:23][CH:22]=[CH:21][CH:20]=1)=[O:16].N12CCCC1=NCC[CH2:27]2.C(OCC)(=O)C>CN(C)C=O.C1C=CC=CC=1>[CH3:27][N:6]1[CH2:25][CH:14]([C:15]([O:17][CH2:18][C:19]2[CH:24]=[CH:23][CH:22]=[CH:21][CH:20]=2)=[O:16])[NH:4][N:3]=[C:5]1[C:7]1[CH:12]=[CH:11][CH:10]=[CH:9][CH:8]=1 |f:0.1|. Reported procedure: Benzenecarboximidic acid-N-methyl hydrazide monohydroiodide (0.43 g) in dry dimethylformamide (10 ml) and benzyl 2-bromo-prop-2-enoate (0.41 g) in benzene (2.5 ml) were cooled to 0° and stirred together under an atmosphere of nitrogen. A solution of 1,5-diazabicyclo[4.3.0]non-5-ene (0.4 ml) in dimethylformamide (5 ml) was added gradually and the mixture was stirred at 0° for a further 20 minutes. Ethyl acetate (100 ml) was added and the mixture was washed with brine (30 ml) and dried over magnes...